Dataset: the Open Reaction Database (ORD), a public repository of structured organic reaction records. Task: describe an organic reaction: reactants, conditions, products, and yield Starting materials: BrC1=CC(=C(OC2=NC(=CC(=C2C)NC(CC)CC)C)C(=C1)C)C ([2-(4-bromo-2,6-dimethyl-phenoxy)-3,6-dimethyl-pyridin-4-yl]-(1-ethyl-propyl)-amine), C(CCC)[Li] (n-butyllithium), C(C)I (ethyl iodide). Solvent: C1CCOC1 (THF). Run at temperature -78 celsius, time 10 minute. Yields the product C(C)C1=CC(=C(OC2=NC(=CC(=C2C)NC(CC)CC)C)C(=C1)C)C ([2-(4-Ethyl-2,6-dimethyl-phenoxy)-3,6-dimethyl-pyridin-4-yl]-(1-ethyl-propyl)-amine). As a reaction SMILES: Br[C:2]1[CH:22]=[C:21]([CH3:23])[C:5]([O:6][C:7]2[C:12]([CH3:13])=[C:11]([NH:14][CH:15]([CH2:18][CH3:19])[CH2:16][CH3:17])[CH:10]=[C:9]([CH3:20])[N:8]=2)=[C:4]([CH3:24])[CH:3]=1.[CH2:25]([Li])[CH2:26]CC.C(I)C>C1COCC1>[CH2:25]([C:2]1[CH:22]=[C:21]([CH3:23])[C:5]([O:6][C:7]2[C:12]([CH3:13])=[C:11]([NH:14][CH:15]([CH2:18][CH3:19])[CH2:16][CH3:17])[CH:10]=[C:9]([CH3:20])[N:8]=2)=[C:4]([CH3:24])[CH:3]=1)[CH3:26]. Procedure: To a solution of [2-(4-bromo-2,6-dimethyl-phenoxy)-3,6-dimethyl-pyridin-4-yl]-(1-ethyl-propyl)-amine in dry THF was added n-butyllithium at −78° C. After stirring at −78° C. for 10 min, ethyl iodide was added and the resulting mixture was stirred at −78° C. for 30 min, the dry-ice bath was removed. After stirring for 5 min, the mixture was quenched with brine and extracted with ethyl acetate. The organic layer was separated, dried, and concentrated to dryness. The residue was purified through si... Starting materials: resultant suspension, C(C)(C)(C)OC(=O)N1CCC(CC1)C=O (1-(tert-butoxycarbonyl)-4-(formyl)piperidine), Cl.Cl.CC1=NC=CC(=N1)N1CCNCC1 (1-(2-methylpyrimidin-4-yl)piperazine dihydrochloride), C(#N)[BH3-].[Na+] (sodium cyanoborohydride). Run in CO.C(C)(=O)O (methanol acetic acid). The product is C(C)(C)(C)OC(=O)N1CCC(CC1)CN1CCN(CC1)C1=NC(=NC=C1)C (1-tert-butoxycarbonyl-4-[1-(2-methylpyrimidin-4-yl)piperazin-4-ylmethyl]piperidine). Isolated yield 24.1%. RXN SMILES: [C:1]([O:5][C:6]([N:8]1[CH2:13][CH2:12][CH:11]([CH:14]=O)[CH2:10][CH2:9]1)=[O:7])([CH3:4])([CH3:3])[CH3:2].Cl.Cl.[CH3:18][C:19]1[N:24]=[C:23]([N:25]2[CH2:30][CH2:29][NH:28][CH2:27][CH2:26]2)[CH:22]=[CH:21][N:20]=1.C([BH3-])#N.[Na+]>CO.C(O)(=O)C>[C:1]([O:5][C:6]([N:8]1[CH2:13][CH2:12][CH:11]([CH2:14][N:28]2[CH2:29][CH2:30][N:25]([C:23]3[CH:22]=[CH:21][N:20]=[C:19]([CH3:18])[N:24]=3)[CH2:26][CH2:27]2)[CH2:10][CH2:9]1)=[O:7])([CH3:4])([CH3:3])[CH3:2] |f:1.2.3,4.5,6.7|. Reported procedure: To a solution of 1-(tert-butoxycarbonyl)-4-(formyl)piperidine (7.14 g) and 1-(2-methylpyrimidin-4-yl)piperazine dihydrochloride (8.38 g) in methanol/acetic acid (99:1) (150 ml) was added sodium cyanoborohydride (6.32 g) portionwise over 30 minutes and the resultant suspension stirred at arnbient temperature for 3 hours. The suspension was quenched by addition of saturated aqueous sodium bicarbonate solution and the resulting mixture extracted with ethyl acetate. The organic phase was dried (Na2S...